From a dataset of the Open Reaction Database (ORD), a public repository of structured organic reaction records. describe an organic reaction: reactants, conditions, products, and yield Reactants: CN(C)C1CCNC1(C)C, CC(C)(C)OC(=O)N(C(=O)OC(C)(C)C)N(C(=O)OC(C)(C)C)c1nc(Cl)nc(Cl)c1F, CCN(C(C)C)C(C)C, CN(C)C=O. Yields the product CN(C)C1CCN(c2nc(Cl)nc(N(C(=O)OC(C)(C)C)N(C(=O)OC(C)(C)C)C(=O)OC(C)(C)C)c2F)C1(C)C. Reaction SMILES: [CH3:1][N:2]([CH:3]1[C:4]([CH3:8])([CH3:9])[NH:5][CH2:6][CH2:7]1)[CH3:10].[CH3:20][C:21]([CH3:22])([CH3:23])[O:24][C:25](=[O:26])[N:27]([N:28]([C:29](=[O:30])[O:31][C:32]([CH3:33])([CH3:34])[CH3:35])[c:36]1[n:37][c:38]([Cl:44])[n:39][c:40]([Cl:43])[c:41]1[F:42])[C:45](=[O:46])[O:47][C:48]([CH3:49])([CH3:50])[CH3:51].[CH:11]([N:12]([CH2:13][CH3:14])[CH:15]([CH3:16])[CH3:17])([CH3:18])[CH3:19].[O:52]=[CH:53][N:54]([CH3:55])[CH3:56]>>[CH3:1][N:2]([CH:3]1[C:4]([CH3:8])([CH3:9])[N:5]([c:40]2[n:39][c:38]([Cl:44])[n:37][c:36]([N:28]([N:27]([C:25]([O:24][C:21]([CH3:20])([CH3:22])[CH3:23])=[O:26])[C:45](=[O:46])[O:47][C:48]([CH3:49])([CH3:50])[CH3:51])[C:29](=[O:30])[O:31][C:32]([CH3:33])([CH3:34])[CH3:35])[c:41]2[F:42])[CH2:6][CH2:7]1)[CH3:10]. Starting materials: O=C([O-])[O-], CC#N, [K+], [K+], CCOC(=O)C1CCC2(CCOCC2)N1S(=O)(=O)c1ccc([N+](=O)[O-])cc1, C1COCCOCCOCCOCCOCCO1, Sc1ccccc1. Product: CCOC(=O)C1CCC2(CCOCC2)N1. As a reaction SMILES: [C:28](=[O:29])([O-:30])[O-:31].[CH3:59][C:60]#[N:61].[K+:32].[K+:33].[N+:1]([c:2]1[cH:3][cH:4][c:5]([S:6](=[O:7])(=[O:8])[N:13]2[CH:14]([C:23](=[O:24])[O:25][CH2:26][CH3:27])[CH2:15][CH2:16][C:17]23[CH2:18][CH2:19][O:20][CH2:21][CH2:22]3)[cH:9][cH:10]1)([O-:11])=[O:12].[O:34]1[CH2:35][CH2:36][O:37][CH2:38][CH2:39][O:40][CH2:41][CH2:42][O:43][CH2:44][CH2:45][O:46][CH2:47][CH2:48][O:49][CH2:50][CH2:51]1.[SH:52][c:53]1[cH:54][cH:55][cH:56][cH:57][cH:58]1>>[NH:13]1[CH:14]([C:23](=[O:24])[O:25][CH2:26][CH3:27])[CH2:15][CH2:16][C:17]12[CH2:18][CH2:19][O:20][CH2:21][CH2:22]2. Starting materials: FC1=CC=C(C=C1)C(C1CO1)OC(C1CO1)C1=CC=C(C=C1)F (4-fluorophenyl-glycidyl ether), [Mg] (Magnesium), BrCCCCOCC1=CC=CC=C1 (1-Bromo-4-benzyloxy-butane), [Cu](C#N)C#N (copper cyanide). Solvent: C1CCOC1 (THF), C1CCOC1 (THF), C(C)(=O)OCC.CCCCCC (ethyl acetate hexane). Reaction conditions: time 1 hour. The product is C(C1=CC=CC=C1)OCCCCCCC (benzyloxy-heptane). As a reaction SMILES: [Mg].BrCCCCOCC1C=CC=CC=1.[Cu](C#N)C#N.F[C:21]1[CH:26]=[CH:25][C:24]([CH:27]([O:31][CH:32]([C:36]2[CH:41]=[CH:40][C:39](F)=[CH:38][CH:37]=2)C2OC2)C2OC2)=[CH:23][CH:22]=1>C1COCC1.C(OCC)(=O)C.CCCCCC>[CH2:27]([O:31][CH2:32][CH2:36][CH2:37][CH2:38][CH2:39][CH2:40][CH3:41])[C:24]1[CH:25]=[CH:26][CH:21]=[CH:22][CH:23]=1 |f:5.6|. Procedure details: Magnesium (2.4 g, 98 mmol) was added to a 250 ml flask and flame dried. Dry THF, 25 ml, and 1 ml of dibromoethane were then added. 1-Bromo-4-benzyloxy-butane 41 (12 g, 49.4 mmol) dissolved in 50 ml of dry THF was added dropwise and the reaction mixture was stirred at room temperature. After 1 hour, the reaction mixture is cooled in an ice-water bath and 90 mg of copper cyanide is added. After 10 minutes in an ice-bath, 4-fluorophenyl-glycidyl ether (5 g, 29.6 mmol) dissolved in 30 ml of dry THF ...